From a dataset of the Open Reaction Database (ORD), a public repository of structured organic reaction records. describe an organic reaction: reactants, conditions, products, and yield The reactants are Example 1 ( 2 ), C(#N)C=1C=CC2=C(C=C(O2)C(=O)NC2=CC=C(C=C2)CCC(=O)OC)C1 (methyl 3-[4-[(5-cyano-2-benzofuranyl)carbonylamino]phenyl]propionate), C(#N)C=1C=CC2=C(C=C(O2)C(=O)O)C1 (5-cyano-2-benzofurancarboxylic acid), NC1=CC=C(C=C1)CCC(=O)OC (methyl 3-(4-aminophenyl)propionate). Product: C(N)(=N)C=1C=CC2=C(C=C(O2)C(=O)NC2=CC=C(C=C2)CCC(=O)OC)C1 (Methyl 3-[4-[(5-amidino-2-benzofuranyl)carbonylamino]phenyl]propionate). As a reaction SMILES: C(C1C=CC2OC(C(O)=O)=CC=2C=1)#[N:2].NC1C=CC(CCC(OC)=O)=CC=1.[C:28]([C:30]1[CH:31]=[CH:32][C:33]2[O:37][C:36]([C:38]([NH:40][C:41]3[CH:46]=[CH:45][C:44]([CH2:47][CH2:48][C:49]([O:51][CH3:52])=[O:50])=[CH:43][CH:42]=3)=[O:39])=[CH:35][C:34]=2[CH:53]=1)#[N:29]>>[C:28]([C:30]1[CH:31]=[CH:32][C:33]2[O:37][C:36]([C:38]([NH:40][C:41]3[CH:46]=[CH:45][C:44]([CH2:47][CH2:48][C:49]([O:51][CH3:52])=[O:50])=[CH:43][CH:42]=3)=[O:39])=[CH:35][C:34]=2[CH:53]=1)(=[NH:2])[NH2:29]. Procedure details: In the same manner as in Example 1 (2), 5-cyano-2-benzofurancarboxylic acid (200 mg, 1.07 mmol) and methyl 3-(4-aminophenyl)propionate (211 mg, 1.18 mmol) were condensed to quantitatively give 371 mg of methyl 3-[4-[(5-cyano-2-benzofuranyl)carbonylamino]phenyl]propionate as a yellow solid.